Dataset: the Open Reaction Database (ORD), a public repository of structured organic reaction records. Task: describe an organic reaction: reactants, conditions, products, and yield The reactants are C1COCCO1, CB1OB(C)OB(C)O1, NC(=O)c1cnc(NC(C2CC2)C(F)(F)F)c2c1[nH]c1cc(-c3cnc(N)nc3)c(Br)cc12, [Na+], [Na+], O=C([O-])[O-], c1ccc(P(c2ccccc2)(c2ccccc2)[Pd](P(c2ccccc2)(c2ccccc2)c2ccccc2)(P(c2ccccc2)(c2ccccc2)c2ccccc2)P(c2ccccc2)(c2ccccc2)c2ccccc2)cc1. Product: Cc1cc2c(cc1-c1cnc(N)nc1)[nH]c1c(C(N)=O)cnc(NC(C3CC3)C(F)(F)F)c12. As a reaction SMILES: [CH2:49]1[O:50][CH2:51][CH2:52][O:53][CH2:54]1.[CH3:34][B:35]1[O:36][B:37]([CH3:38])[O:39][B:40]([CH3:41])[O:42]1.[NH2:1][c:2]1[n:3][cH:4][c:5](-[c:8]2[c:9]([Br:33])[cH:10][c:11]3[c:12]4[c:13]([nH:14][c:15]3[cH:16]2)[c:17]([C:30](=[O:31])[NH2:32])[cH:18][n:19][c:20]4[NH:21][CH:22]([C:23]([F:24])([F:25])[F:26])[CH:27]2[CH2:28][CH2:29]2)[cH:6][n:7]1.[Na+:43].[Na+:44].[O-:45][C:46](=[O:47])[O-:48].[cH:55]1[cH:56][cH:57][c:58]([P:59]([Pd:60]([P:61]([c:62]2[cH:63][cH:64][cH:65][cH:66][cH:67]2)([c:68]2[cH:69][cH:70][cH:71][cH:72][cH:73]2)[c:74]2[cH:75][cH:76][cH:77][cH:78][cH:79]2)([P:80]([c:81]2[cH:82][cH:83][cH:84][cH:85][cH:86]2)([c:87]2[cH:88][cH:89][cH:90][cH:91][cH:92]2)[c:93]2[cH:94][cH:95][cH:96][cH:97][cH:98]2)[P:99]([c:100]2[cH:101][cH:102][cH:103][cH:104][cH:105]2)([c:106]2[cH:107][cH:108][cH:109][cH:110][cH:111]2)[c:112]2[cH:113][cH:114][cH:115][cH:116][cH:117]2)([c:118]2[cH:119][cH:120][cH:121][cH:122][cH:123]2)[c:124]2[cH:125][cH:126][cH:127][cH:128][cH:129]2)[cH:130][cH:131]1>>[NH2:1][c:2]1[n:3][cH:4][c:5](-[c:8]2[c:9]([CH3:34])[cH:10][c:11]3[c:12]4[c:13]([nH:14][c:15]3[cH:16]2)[c:17]([C:30](=[O:31])[NH2:32])[cH:18][n:19][c:20]4[NH:21][CH:22]([C:23]([F:24])([F:25])[F:26])[CH:27]2[CH2:28][CH2:29]2)[cH:6][n:7]1. The yield is 42.8%. Run in CC(=O)C (acetone). As a reaction SMILES: [CH2:1]([O:3][C:4](=[O:28])[CH2:5][CH:6]([C@@H:8]1[CH2:12][CH2:11][CH2:10][N:9]1[C:13](=[O:27])[CH2:14][CH2:15][C:16](=[O:26])[N:17]([CH2:19][C:20]1[CH:25]=[CH:24][CH:23]=[CH:22][CH:21]=1)[CH3:18])[OH:7])[CH3:2].CC(C)=O.OS(O)(=O)=O.O=[Cr](=O)=O.C(O)(C)C.O>CC(C)=O>[CH2:1]([O:3][C:4](=[O:28])[CH2:5][C:6]([C@@H:8]1[CH2:12][CH2:11][CH2:10][N:9]1[C:13](=[O:27])[CH2:14][CH2:15][C:16](=[O:26])[N:17]([CH2:19][C:20]1[CH:25]=[CH:24][CH:23]=[CH:22][CH:21]=1)[CH3:18])=[O:7])[CH3:2] |f:1.2.3|. Yields the product C(C)OC(CC(=O)[C@H]1N(CCC1)C(CCC(N(C)CC1=CC=CC=C1)=O)=O)=O (3-[(2S)-1-[3-(N-benzyl-N-methylcarbamoyl)propanoyl]pyrrolidin-2-yl)-3-oxopropionic acid ethyl ester). Reaction conditions: time 1 hour. Starting materials: O (Water), C(C)OC(CC(O)[C@H]1N(CCC1)C(CCC(N(C)CC1=CC=CC=C1)=O)=O)=O ((3RS)-3-[(2S)-1-[3-(N-benzyl-N-methylcarbamoyl) propionyl]pyrrolidin-2-yl]-3-hydroxypropionic acid ethyl ester), C(C)(C)O (Isopropyl alcohol), CC(=O)C.OS(=O)(=O)O.O=[Cr](=O)=O (Jones' reagent). Reported procedure: A solution of (3RS)-3-[(2S)-1-[3-(N-benzyl-N-methylcarbamoyl) propionyl]pyrrolidin-2-yl]-3-hydroxypropionic acid ethyl ester (230 mg) in acetone (1 ml) was cooled to -30° C. Excess Jones' reagent was added dropwise to the solution. The mixture was stirred for 1 hr at the same temperature, and for 1 hr at -20° C., and for 1 hr at -10° C. Isopropyl alcohol was added to the reaction solution. Water was added to the mixture. The mixture was extracted with EtOAc. The extract was washed, dried, and ev... Reactants: O=C(Cl)CN1C(=O)c2ccccc2C1=O, CN1CCCC1=O, CN(C)c1ccncc1, Cl, Cl, Cc1ccc2cccc(OCc3c(Cl)ccc(N)c3Cl)c2n1, O, c1ccncc1. Reaction SMILES: [C:38]1(=[O:52])[c:39]2[c:40]([cH:48][cH:49][cH:50][cH:51]2)[C:41](=[O:47])[N:42]1[CH2:43][C:44](=[O:45])[Cl:46].[CH3:25][N:26]1[CH2:27][CH2:28][CH2:29][C:30]1=[O:31].[CH3:53][N:54]([CH3:55])[c:56]1[cH:57][cH:58][n:59][cH:60][cH:61]1.[ClH:1].[ClH:2].[NH2:3][c:4]1[c:5]([Cl:24])[c:6]([CH2:7][O:8][c:9]2[cH:10][cH:11][cH:12][c:13]3[cH:14][cH:15][c:16]([CH3:19])[n:17][c:18]23)[c:20]([Cl:23])[cH:21][cH:22]1.[OH2:62].[cH:32]1[cH:33][cH:34][n:35][cH:36][cH:37]1>>[NH:3]([c:4]1[c:5]([Cl:24])[c:6]([CH2:7][O:8][c:9]2[cH:10][cH:11][cH:12][c:13]3[cH:14][cH:15][c:16]([CH3:19])[n:17][c:18]23)[c:20]([Cl:23])[cH:21][cH:22]1)[C:44]([CH2:43][N:42]1[C:38](=[O:52])[c:39]2[c:40]([cH:48][cH:49][cH:50][cH:51]2)[C:41]1=[O:47])=[O:45]. Product: Cc1ccc2cccc(OCc3c(Cl)ccc(NC(=O)CN4C(=O)c5ccccc5C4=O)c3Cl)c2n1. Reactants: [Li]CCCC, CI, CCCCCC, CC(C)NC(C)C, Cl, CCOC(=O)CC1CCOCC1, C1CCOC1. The product is CCOC(=O)C(C)C1CCOCC1. As a reaction SMILES: [CH2:8]([Li:9])[CH2:10][CH2:11][CH3:12].[CH3:25][I:26].[CH3:33][CH2:34][CH2:35][CH2:36][CH2:37][CH3:38].[CH:1]([NH:2][CH:3]([CH3:4])[CH3:5])([CH3:6])[CH3:7].[ClH:27].[O:13]1[CH2:14][CH2:15][CH:16]([CH2:19][C:20](=[O:21])[O:22][CH2:23][CH3:24])[CH2:17][CH2:18]1.[O:28]1[CH2:29][CH2:30][CH2:31][CH2:32]1>>[CH3:1][CH:19]([CH:16]1[CH2:15][CH2:14][O:13][CH2:18][CH2:17]1)[C:20](=[O:21])[O:22][CH2:23][CH3:24]. The reactants are CC(C)C[Al]CC(C)C (Dibal-H), N1=CC=CC=C1 (pyridine), C(C)(=O)O (acetic acid), C(=O)(O)[O-].[Na+] (NaHCO3), C(C)(=O)S[C@@H](CCC(=O)OC)CO[Si](C1=CC=CC=C1)(C1=CC=CC=C1)C(C)(C)C (4-(S)-Acetylthio-5-t-butyldiphenylsilyloxypentanoic acid, methyl ester). Reagents/catalysts: CN(C)C=1C=CN=CC1 (DMAP). Run in C1(=CC=CC=C1)C (toluene), O (water), CCCCCC (hexane), C1(=CC=CC=C1)C (toluene). The product is C(C)(=O)OC1CC[C@H](S1)CO[Si](C1=CC=CC=C1)(C1=CC=CC=C1)C(C)(C)C (1-O-Acetyl-5-O-t-butyldiphenylsilyl-4-thio-2,3-dideoxyribofuranose). As a reaction SMILES: [C:1]([S:4][C@H:5]([CH2:12][O:13][Si:14]([C:27]([CH3:30])([CH3:29])[CH3:28])([C:21]1[CH:26]=[CH:25][CH:24]=[CH:23][CH:22]=1)[C:15]1[CH:20]=[CH:19][CH:18]=[CH:17][CH:16]=1)[CH2:6]CC(OC)=O)(=[O:3])[CH3:2].CC(C[Al]CC(C)C)C.N1C=CC=CC=1.[C:46](O)(=[O:48])[CH3:47].C([O-])(O)=O.[Na+]>CCCCCC.C1(C)C=CC=CC=1.CN(C1C=CN=CC=1)C.O>[C:46]([O:3][CH:1]1[S:4][C@H:5]([CH2:12][O:13][Si:14]([C:27]([CH3:30])([CH3:28])[CH3:29])([C:15]2[CH:16]=[CH:17][CH:18]=[CH:19][CH:20]=2)[C:21]2[CH:26]=[CH:25][CH:24]=[CH:23][CH:22]=2)[CH2:6][CH2:2]1)(=[O:48])[CH3:47] |f:4.5,^1:33|. Procedure details: A solution of 9 (1 g, 2.25 mmol) in 14 mL dry hexane and 2 mL toluene was cooled to -78° C. under nitrogen. A 1.5 M toluene solution of Dibal-H (3.0 mL, 4.5 mmol) was added over a 2 minute period with stirring continued for an addition 30 minutes. The reaction was quenched with 1.2 mL methanol and allowed to reach 25° C. Then 2.5 mL of saturated NaHCO3 solution was added followed by 1.5 mL ethyl acetate. The mixture was dried with MgSO4. The solids were removed by filtration and washed with ethy... Reactants: Clc1ccc(I)cc1Cl, O=CC=Cc1ccc(Cl)cc1. The product is O=CC=Cc1ccc(Cl)c(Cl)c1. Reaction SMILES: [Cl:12][c:13]1[cH:14][cH:15][c:16]([I:17])[cH:18][c:19]1[Cl:20].[Cl:1][c:2]1[cH:3][cH:4][c:5]([CH:8]=[CH:9][CH:10]=[O:11])[cH:6][cH:7]1>>[Cl:1][c:2]1[cH:3][cH:4][c:5]([CH:8]=[CH:9][CH:10]=[O:11])[cH:6][c:7]1[Cl:12].